The task is: describe an organic reaction: reactants, conditions, products, and yield. This data is from the Open Reaction Database (ORD), a public repository of structured organic reaction records. Starting materials: O=S(Cl)Cl (SOCl2), ClC1=NC=CC(=C1)CO (2-chloro-4-(hydroxymethyl)pyridine). The solvent is C(Cl)Cl (CH2Cl2). Product: ClC1=NC=CC(=C1)CCl (2-Chloro-4-(chloromethyl)pyridine). Isolated yield 97.5%. Reaction SMILES: O=S(Cl)[Cl:3].[Cl:5][C:6]1[CH:11]=[C:10]([CH2:12]O)[CH:9]=[CH:8][N:7]=1>C(Cl)Cl>[Cl:5][C:6]1[CH:11]=[C:10]([CH2:12][Cl:3])[CH:9]=[CH:8][N:7]=1. Reported procedure: SOCl2 (4.2 g, 35.5 mol) was added dropwise to a suspension of the alcohol (5 g, 34.8 mmol) in CH2Cl2 (50 mL) at −5° C. with stirring. The mixture was stirred at room temperature overnight, then quenched with water (100 mL), and extracted with CH2Cl2 (3×100 mL). The organic layers were combined, washed with brine (200 mL), dried over anhydrous Na2SO4, filtered and concentrated to dryness. The crude material was further purified by silica gel chromatography (EtOAc/Hexane=1/5) and afforded the titl... Starting materials: C(C)(C)(C)C1=CC(=CC=2C(COC21)(C)C)[N+](=O)[O-] (7-tert-butyl-2,3-dihydro-3,3-dimethyl-5-nitro-benzofuran), Dragendorff reagent, CCCCCC (hexane), CCOC(=O)C (EtOAc). Reagents/catalysts: [Pd] (palladium on carbon). Run in CCO (EtOH). Reaction conditions: time 3 hour. Yields the product NC=1C=C(C2=C(C(CO2)(C)C)C1)C(C)(C)C (5-Amino-7-tert-butyl-2,3-dihydro-3,3-dimethylbenzofuran). Yield: 88.1%. RXN SMILES: [C:1]([C:5]1[C:13]2[O:12][CH2:11][C:10]([CH3:15])([CH3:14])[C:9]=2[CH:8]=[C:7]([N+:16]([O-])=O)[CH:6]=1)([CH3:4])([CH3:3])[CH3:2].CCCCCC.CCOC(C)=O>[Pd].CCO>[NH2:16][C:7]1[CH:6]=[C:5]([C:1]([CH3:4])([CH3:3])[CH3:2])[C:13]2[O:12][CH2:11][C:10]([CH3:14])([CH3:15])[C:9]=2[CH:8]=1. Procedure details: A suspension of 7-tert-butyl-2,3-dihydro-3,3-dimethyl-5-nitro-benzofuran (2.2 g, 8.8 mmol) and 10% palladium on carbon (200 mg) in absolute EtOH (60 mL) is hydrogenated at 40 psi of H2 pressure on a Parr hydrogenation apparatus for 3 h at 22° C. The reaction is judged complete by TLC (hexane:EtOAc, 19:1; visualized with Dragendorff reagent). The reaction mixture is filtered through Celite and evaporated to yield the title compound as a purple solid (1.7 g, 88%), which is used without further pur... Reactants: CC1=C(C=NN1C1=CC=C(C=C1)C(F)(F)F)C(=O)Cl (5-methyl-1-(4-trifluoromethylphenyl)pyrazole-4-carboxylic chloride), NC1=C(C#N)C=C(C=C1)N1CCC(CC1)N1CCOCC1 (2-amino-5-(4-morpholinopiperidin-1-yl)benzonitrile). Yields the product C(#N)C1=C(C=CC(=C1)N1CCC(CC1)N1CCOCC1)NC(=O)C=1C=NN(C1C)C1=CC=C(C=C1)C(F)(F)F (N-[2-Cyano-4-(4-morpholinopiperidin-1-yl)phenyl]-5-methyl-1-(4-trifluoromethylphenyl)pyrazole-4-carboxamide). Isolated yield 39.9%. Reaction SMILES: [CH3:1][C:2]1[N:6]([C:7]2[CH:12]=[CH:11][C:10]([C:13]([F:16])([F:15])[F:14])=[CH:9][CH:8]=2)[N:5]=[CH:4][C:3]=1[C:17](Cl)=[O:18].[NH2:20][C:21]1[CH:28]=[CH:27][C:26]([N:29]2[CH2:34][CH2:33][CH:32]([N:35]3[CH2:40][CH2:39][O:38][CH2:37][CH2:36]3)[CH2:31][CH2:30]2)=[CH:25][C:22]=1[C:23]#[N:24]>>[C:23]([C:22]1[CH:25]=[C:26]([N:29]2[CH2:34][CH2:33][CH:32]([N:35]3[CH2:40][CH2:39][O:38][CH2:37][CH2:36]3)[CH2:31][CH2:30]2)[CH:27]=[CH:28][C:21]=1[NH:20][C:17]([C:3]1[CH:4]=[N:5][N:6]([C:7]2[CH:12]=[CH:11][C:10]([C:13]([F:16])([F:15])[F:14])=[CH:9][CH:8]=2)[C:2]=1[CH3:1])=[O:18])#[N:24]. Procedure details: By the reaction and treatment in the same manner as in Example 150 using 5-methyl-1-(4-trifluoromethylphenyl)pyrazole-4-carboxylic chloride (0.9 g) and 2-amino-5-(4-morpholinopiperidin-1-yl)benzonitrile (0.9 g), the title compound (0.67 g) was obtained, melting point: 210–212° C. The reactants are N1=CC=CC2=CC=CC=C12 (quinoline), CI (methyl iodide). Solvent: O1CCOCC1 (dioxane). Conditions: temperature 150 celsius, time 1 hour. The product is [I-].C[N+]1=CC=CC2=CC=CC=C12 (N-methylquinolinium iodide). Reaction SMILES: [N:1]1[C:10]2[C:5](=[CH:6][CH:7]=[CH:8][CH:9]=2)[CH:4]=[CH:3][CH:2]=1.[CH3:11][I:12]>O1CCOCC1>[I-:12].[CH3:11][N+:1]1[C:10]2[C:5](=[CH:6][CH:7]=[CH:8][CH:9]=2)[CH:4]=[CH:3][CH:2]=1 |f:3.4|. Procedure details: N-methylquinolinium iodide (Compound III) was synthesized according to the description in the aforementioned reference. Specifically, 2.4 mL of quinoline and 4 mL of methyl iodide were added to 42 mL of anhydrous dioxane, which was stirred at 150° C. for one hour. Thereafter, it was filtered and thereby a precipitate was collected and then washed with ether and petroleum ether. This was dried and thus N-methylquinolinium iodide (Compound III) was obtained. Yields the product C(C)(C)OC1=NC=2C=C3C(=CC2C(=C1)C(F)(F)F)N(C(CO3)COCCC)CC(F)(F)F ((±)-2,3-dihydro-7-isopropoxy-2-(1-propoxymethyl)-1-(2,2,2-trifluoroethyl)-9-(trifluoromethyl)-1H-[1,4]oxazino[3,2-g]quinoline). Reported procedure: This compound was prepared according to General Method 16 (EXAMPLE 30) from (±)-2,3-dihydro-2-(hydroxymethyl)-7-isopropoxy-1-(2,2,2-trifluoroethyl)-9-(trifluoromethyl)-1H-[1,4]oxazino[3,2-g]quinoline (EXAMPLE 28) (11 mg, 0.026 mmol), NaH (5.0 mg, 0.12 mmol) and 1-iodopropane (21 mg, 0.12 mmol) in 1.0 mL THF to afford 6 mg (50%) of (±)-2,3-dihydro-7-isopropoxy-2-(1-propoxymethyl)-1-(2,2,2-trifluoroethyl)-9-(trifluoromethyl)-1H-[1,4]oxazino[3,2-g]quinoline, a yellow oil, after flash chromatography... As a reaction SMILES: [OH:1][CH2:2][CH:3]1[CH2:16][O:15][C:14]2[C:5](=[CH:6][C:7]3[C:8]([C:21]([F:24])([F:23])[F:22])=[CH:9][C:10]([O:17][CH:18]([CH3:20])[CH3:19])=[N:11][C:12]=3[CH:13]=2)[N:4]1[CH2:25][C:26]([F:29])([F:28])[F:27].[H-].[Na+].I[CH2:33][CH2:34][CH3:35]>C1COCC1>[CH:18]([O:17][C:10]1[CH:9]=[C:8]([C:21]([F:22])([F:23])[F:24])[C:7]2[CH:6]=[C:5]3[N:4]([CH2:25][C:26]([F:28])([F:29])[F:27])[CH:3]([CH2:2][O:1][CH2:33][CH2:34][CH3:35])[CH2:16][O:15][C:14]3=[CH:13][C:12]=2[N:11]=1)([CH3:20])[CH3:19] |f:1.2|. The yield is 49.5%. Run in C1CCOC1 (THF). Starting materials: OCC1N(C2=CC=3C(=CC(=NC3C=C2OC1)OC(C)C)C(F)(F)F)CC(F)(F)F ((±)-2,3-dihydro-2-(hydroxymethyl)-7-isopropoxy-1-(2,2,2-trifluoroethyl)-9-(trifluoromethyl)-1H-[1,4]oxazino[3,2-g]quinoline), [H-].[Na+] (NaH), ICCC (1-iodopropane). Starting materials: N1CCOCC1 (Morpholine), C(C)(C)(C)OC(=O)NC1CCC(CC1)C(=O)O (4-tert-butoxycarbonylamino-cyclohexanecarboxylic acid), CCN=C=NCCCN(C)C (EDCI), C=1C=CC2=C(C1)N=NN2O (HOBt). The solvent is CN1C(CCC1)=O (1-methyl-2-pyrrolidinone). Conditions: time 3 hour. The product is C(C)(C)(C)OC(NC1CCC(CC1)C(=O)N1CCOCC1)=O ([4-(morpholine-4-carbonyl)-cyclohexyl]-carbamic acid tert-butyl ester). Isolated yield 46.1%. RXN SMILES: [C:1]([O:5][C:6]([NH:8][CH:9]1[CH2:14][CH2:13][CH:12]([C:15]([OH:17])=O)[CH2:11][CH2:10]1)=[O:7])([CH3:4])([CH3:3])[CH3:2].CCN=C=NCCCN(C)C.C1C=CC2N(O)N=NC=2C=1.[NH:39]1[CH2:44][CH2:43][O:42][CH2:41][CH2:40]1>CN1CCCC1=O>[C:1]([O:5][C:6](=[O:7])[NH:8][CH:9]1[CH2:10][CH2:11][CH:12]([C:15]([N:39]2[CH2:44][CH2:43][O:42][CH2:41][CH2:40]2)=[O:17])[CH2:13][CH2:14]1)([CH3:2])([CH3:3])[CH3:4]. Procedure details: A mixture of 4-tert-butoxycarbonylamino-cyclohexanecarboxylic acid (10.0 g, 41 mmol), EDCI (23.64 g, 123 mmol) and HOBt (18.88 g, 123 mmol) in 1-methyl-2-pyrrolidinone (150 mL) was stirred at RT for 3 hours. Morpholine (10.75 mL, 123 mmol) was then added, and the resulting mixture was stirred at RT for 78 hours. The reaction was quenched by adding water and the resulting mixture was extracted with EtOAc. The organic layer was separated and washed twice with K2CO3 (sat'd aq) and an HCl (aq, 10%),... Starting materials: [H-].[Na+] (sodium hydride), CI (methyl iodide), ClC1=C(C(=O)O)C=CC(=C1N1CCC(CC1)O)S(=O)(=O)C (2-Chloro-3-(4-hydroxypiperidin-1-yl)-4-methylsulfonylbenzoic acid), Cl (hydrochloric acid). Solvent: O1CCCC1 (tetrahydrofuran), O (water). Reaction conditions: time 24 hour. Yields the product ClC1=C(C(=O)O)C=CC(=C1N1CCC(CC1)OC)S(=O)(=O)C (2-Chloro-3-(4-methoxypiperidin-1-yl)-4-methylsulfonylbenzoic Acid). RXN SMILES: [Cl:1][C:2]1[C:10]([N:11]2[CH2:16][CH2:15][CH:14]([OH:17])[CH2:13][CH2:12]2)=[C:9]([S:18]([CH3:21])(=[O:20])=[O:19])[CH:8]=[CH:7][C:3]=1[C:4]([OH:6])=[O:5].[H-].[Na+].[CH3:24]I.Cl>O1CCCC1.O>[Cl:1][C:2]1[C:10]([N:11]2[CH2:12][CH2:13][CH:14]([O:17][CH3:24])[CH2:15][CH2:16]2)=[C:9]([S:18]([CH3:21])(=[O:20])=[O:19])[CH:8]=[CH:7][C:3]=1[C:4]([OH:6])=[O:5] |f:1.2|. Procedure details: 2-Chloro-3-(4-hydroxypiperidin-1-yl)-4-methylsulfonylbenzoic acid (0.70 g, 2.1 mmol) was added with stirring to a suspension of 0.25 g (6.3 mmol) of sodium hydride in a mixture of 0.40 mL (6.4 mmol) of methyl iodide and 10 mL of dry tetrahydrofuran. The mixture was heated to reflux and stirred for 24 hr. The resulting mixture was treated with water, acidified with 1N aqueous hydrochloric acid and extracted several times with dichloromethane. The organic layers were combined and dried over magnes...